Dataset: the Open Reaction Database (ORD), a public repository of structured organic reaction records. Task: describe an organic reaction: reactants, conditions, products, and yield The reactants are COC=1C=C(C=CC1)C1(C2=CC=CC=C2C=2C=CC=CC12)O (9-(3-methoxyphenyl)-9H-fluoren-9-ol), COC([C@@H](NC(=O)OCC1C2=CC=CC=C2C=2C=CC=CC12)[C@H](O)C)=O (Nα -(9-fluorenylmethoxycarbonyl)-L-threonine methyl ester). Product: COC=1C=C(C=CC1)C1(C2=CC=CC=C2C=2C=CC=CC12)O[C@@H]([C@H](N)C(=O)O)C (O-[9-(3-Methoxyphenyl)-9H-fluoren-9-yl]-L-threonine). Reaction SMILES: [CH3:1][O:2][C:3]1[CH:4]=[C:5]([C:9]2([OH:22])[C:21]3[CH:20]=[CH:19][CH:18]=[CH:17][C:16]=3[C:15]3[C:10]2=[CH:11][CH:12]=[CH:13][CH:14]=3)[CH:6]=[CH:7][CH:8]=1.C[O:24][C:25](=[O:48])[C@H:26]([C@@H:45]([CH3:47])O)[NH:27]C(OCC1C2C=CC=CC=2C2C1=CC=CC=2)=O>>[CH3:1][O:2][C:3]1[CH:4]=[C:5]([C:9]2([O:22][C@H:45]([CH3:47])[C@@H:26]([C:25]([OH:48])=[O:24])[NH2:27])[C:10]3[CH:11]=[CH:12][CH:13]=[CH:14][C:15]=3[C:16]3[C:21]2=[CH:20][CH:19]=[CH:18][CH:17]=3)[CH:6]=[CH:7][CH:8]=1. Procedure: from 9-(3-methoxyphenyl)-9H-fluoren-9-ol (Example 3f) and Nα -(9-fluorenylmethoxycarbonyl)-L-threonine methyl ester; The reactants are ClCCCN1C(C2=C(C(CC1)=O)N(C=C2C)C)=O (5-(3-chloropropyl)-1,3-dimethyl-1,4,5,6,7,8-hexahydropyrrolo[3,2-c]azepine-4,8-dione), [I-].[Na+] (sodium iodide), FC1=CC=C(C=C1)N1CCNCC1 (1-(4-fluorophenyl)piperazine), C([O-])([O-])=O.[K+].[K+] (potassium carbonate). Solvent: C(C)#N (acetonitrile). Product: FC1=CC=C(C=C1)N1CCN(CC1)CCCN1C(C2=C(C(CC1)=O)N(C=C2C)C)=O (5-[3-[4-(4-fluorophenyl)piperazin-1-yl]propyl]-1,3-dimethyl-1,4,5,6,7,8-hexahydropyrrolo[3,2-c]azepine-4,8-dione). Isolated yield 80.2%. RXN SMILES: Cl[CH2:2][CH2:3][CH2:4][N:5]1[CH2:11][CH2:10][C:9](=[O:12])[C:8]2[N:13]([CH3:17])[CH:14]=[C:15]([CH3:16])[C:7]=2[C:6]1=[O:18].[F:19][C:20]1[CH:25]=[CH:24][C:23]([N:26]2[CH2:31][CH2:30][NH:29][CH2:28][CH2:27]2)=[CH:22][CH:21]=1.C(=O)([O-])[O-].[K+].[K+].[I-].[Na+]>C(#N)C>[F:19][C:20]1[CH:21]=[CH:22][C:23]([N:26]2[CH2:31][CH2:30][N:29]([CH2:2][CH2:3][CH2:4][N:5]3[CH2:11][CH2:10][C:9](=[O:12])[C:8]4[N:13]([CH3:17])[CH:14]=[C:15]([CH3:16])[C:7]=4[C:6]3=[O:18])[CH2:28][CH2:27]2)=[CH:24][CH:25]=1 |f:2.3.4,5.6|. Reported procedure: Using Compound 13 (557 mg, 2 mmole), 1-(4-fluorophenyl)piperazine (541 mg, 3 mmole), potassium carbonate (415 mg, 3 mmole), sodium iodide (600 mg, 4 mmole) and acetonitrile (30 ml), the title compound (662 mg) was obtained in a similar manner as in Preparation Example 8 (yield: 80%). The reactants are step-iii, FC1=CC=C(CN2N=CC(=C2)C2=CN(C3=NC=C(C=C32)C=3C=C(C=CC3)NS(=O)(=O)C)S(=O)(=O)C3=CC=C(C)C=C3)C=C1 (N-(3-(3-(1-(4-fluorobenzyl)-1H-pyrazol-4-yl)-1-tosyl-1H-pyrrolo[2,3-b]pyridin-5-yl)phenyl)methane sulfonamide), [OH-].[Li+] (lithium hydroxide). Run in C1CCOC1.O.CO (THF water methanol). Product: FC1=CC=C(CN2N=CC(=C2)C2=CNC3=NC=C(C=C32)C=3C=C(C=CC3)NS(=O)(=O)C)C=C1 (N-(3-(3-(1-(4-fluorobenzyl)-1H-pyrazol-4-yl)-1H-pyrrolo[2,3-b]pyridin-5-yl)phenyl) methane sulfonamide). Yield: 1.0%. RXN SMILES: [F:1][C:2]1[CH:43]=[CH:42][C:5]([CH2:6][N:7]2[CH:11]=[C:10]([C:12]3[C:20]4[C:15](=[N:16][CH:17]=[C:18]([C:21]5[CH:22]=[C:23]([NH:27][S:28]([CH3:31])(=[O:30])=[O:29])[CH:24]=[CH:25][CH:26]=5)[CH:19]=4)[N:14](S(C4C=CC(C)=CC=4)(=O)=O)[CH:13]=3)[CH:9]=[N:8]2)=[CH:4][CH:3]=1.[OH-].[Li+]>C1COCC1.O.CO>[F:1][C:2]1[CH:3]=[CH:4][C:5]([CH2:6][N:7]2[CH:11]=[C:10]([C:12]3[C:20]4[C:15](=[N:16][CH:17]=[C:18]([C:21]5[CH:22]=[C:23]([NH:27][S:28]([CH3:31])(=[O:30])=[O:29])[CH:24]=[CH:25][CH:26]=5)[CH:19]=4)[NH:14][CH:13]=3)[CH:9]=[N:8]2)=[CH:42][CH:43]=1 |f:1.2,3.4.5|. Procedure details: Using similar reaction conditions as described in step-iii of example-1, N-(3-(3-(1-(4-fluorobenzyl)-1H-pyrazol-4-yl)-1-tosyl-1H-pyrrolo[2,3-b]pyridin-5-yl)phenyl)methane sulfonamide (137 mg, 0.222 mmol) was hydrolyzed with lithium hydroxide (47 mg, 1.111 mmol) in THF/water/methanol (12/6/3 ml) mixture to afford 1 mg (1% yield) of the title compound. 1H NMR (CD3OD, 600 MHz): δ 8.48 (br, 1H), 8.365-8.361 (d, 1H), 8.183 (s, 1H), 7.922 (s, 1H), 7.64 (s, 1H), 7.568 (m, 1H), 7.52-7.50 (m, 2H), 7.48-7... Yields the product C(C)(C)(C)C1=CC=C(C=C1)C(=O)C(O[Si](C)(C)C(C)(C)C)C1=CC=NC=C1 (4-Pyridyl-t-butydimethylsilyloxymethyl 4-t-butylphenyl ketone). The reactants are FC1=CC=C(C=C1)C(=O)C(O[Si](C)(C)C(C)(C)C)C1=CC=NC=C1 (4-Pyridyl-t-butydimethylsilyloxymethyl 4-fluorophenyl ketone), C(C)(C)(C)C1=CC=C(C(=O)N(C)OC)C=C1 (4-t-butyl-N-methoxy-N-methyl-benzamide), C(C)(C)NC(C)C (diisopropylamine), C(CCC)[Li] (n-butyllithium), solution. Run at temperature -20 celsius, time 1 hour. Procedure: To a cooled solution of diisopropylamine (183 mg, 1.81 mmol) in dry THF (0.35 mL) at -20° C. was added a solution of n-butyllithium in hexanes (0.83 mL of a 2.5M solution, 2.08 mmol). Stirred at -20° C. for 1 hr and then added a solution of 4-pyridyl-t-butydimethylsilyloxymethyl 4-fluorophenyl ketone from Step B (383 mg, 1.72 mmol) in THF (0.45 mL). Stirred at -20° C. for 45 min, resulting in a thick yellow-brown solution. A solution of 4-t-butyl-N-methoxy-N-methyl-benzamide (400 mg, 1.81 mmol) ... Solvent: C1CCOC1 (THF), C1CCOC1 (THF), C1CCOC1 (THF), hexanes. Reaction SMILES: C(NC(C)C)(C)C.C([Li])CCC.F[C:14]1[CH:19]=[CH:18][C:17]([C:20]([CH:22]([C:31]2[CH:36]=[CH:35][N:34]=[CH:33][CH:32]=2)[O:23][Si:24]([C:27]([CH3:30])([CH3:29])[CH3:28])([CH3:26])[CH3:25])=[O:21])=[CH:16][CH:15]=1.[C:37](C1C=CC(C(N(OC)C)=O)=CC=1)([CH3:40])([CH3:39])[CH3:38]>C1COCC1>[C:37]([C:14]1[CH:19]=[CH:18][C:17]([C:20]([CH:22]([C:31]2[CH:36]=[CH:35][N:34]=[CH:33][CH:32]=2)[O:23][Si:24]([C:27]([CH3:29])([CH3:30])[CH3:28])([CH3:25])[CH3:26])=[O:21])=[CH:16][CH:15]=1)([CH3:40])([CH3:39])[CH3:38]. Isolated yield 51.7%. The reactants are [N+](=O)([O-])C1=C(C=CC=C1)N=NC1=C(C=CC(=C1)C)O (2-nitro-2'-hydroxy-5'-methylazobenzene), [N+](=O)([O-])C1=C(C=C(C=C1)Cl)N=NC1=C(C(=CC(=C1)C(C)(C)C)C(C)(C)C)O (2-nitro-5-chloro-2'-hydroxy-3',5'-di-tert-butylazobenzene). The product is ClC1=CC=2C(=NN(N2)C2=C(C(=CC(=C2)C(C)(C)C)C(C)(C)C)O)C=C1 (5-Chloro-2-(2-hydroxy-3,5-di-tert-butylphenyl)-2 H-benzotriazole). As a reaction SMILES: [N+](C1C=CC=CC=1N=NC1C=C(C)C=CC=1O)([O-])=[O:2].[N+:20]([C:23]1[CH:28]=[CH:27][C:26]([Cl:29])=[CH:25][C:24]=1[N:30]=[N:31][C:32]1[CH:37]=[C:36]([C:38]([CH3:41])([CH3:40])[CH3:39])[CH:35]=[C:34]([C:42]([CH3:45])([CH3:44])[CH3:43])[C:33]=1O)([O-])=O>>[Cl:29][C:26]1[CH:27]=[CH:28][C:23]2=[N:20][N:31]([C:32]3[CH:37]=[C:36]([C:38]([CH3:40])([CH3:39])[CH3:41])[CH:35]=[C:34]([C:42]([CH3:45])([CH3:43])[CH3:44])[C:33]=3[OH:2])[N:30]=[C:24]2[CH:25]=1. Procedure: When in Example 1, the 2-nitro-2'-hydroxy-5'-methylazobenzene is replaced by an equivalent amount of 2-nitro-5-chloro-2'-hydroxy-3',5'-di-tert-butylazobenzene, the above noted product is obtained. Reactants: C1CCOC1, C[Si](C)(C)[N-][Si](C)(C)C, [Li+], O=C1CCC(=O)N1Br, CCC(=O)c1ccc2occc2c1. RXN SMILES: [CH2:32]1[O:33][CH2:34][CH2:35][CH2:36]1.[CH3:14][Si:15]([N-:16][Si:17]([CH3:18])([CH3:19])[CH3:20])([CH3:21])[CH3:22].[Li+:23].[O:24]=[C:25]1[N:26]([Br:31])[C:27](=[O:28])[CH2:29][CH2:30]1.[o:1]1[cH:2][cH:3][c:4]2[c:5]1[cH:6][cH:7][c:8]([C:10]([CH2:11][CH3:12])=[O:13])[cH:9]2>>[o:1]1[cH:2][cH:3][c:4]2[c:5]1[cH:6][cH:7][c:8]([C:10]([CH:11]([CH3:12])[Br:31])=[O:13])[cH:9]2. The product is CC(Br)C(=O)c1ccc2occc2c1. Reaction conditions: time 0.5 hour. The product is OC(CSCC1=CC=NC=C1)C1=CC=CC=C1 (4-(2-Hydroxy-2-phenylethylthiomethyl)pyridine). Starting materials: N1=CC=C(C=C1)CSCC(=O)C1=CC=CC=C1 (alpha-(4-picolylthio) acetophenone), [BH4-].[Na+] (Sodium borohydride). RXN SMILES: [N:1]1[CH:6]=[CH:5][C:4]([CH2:7][S:8][CH2:9][C:10]([C:12]2[CH:17]=[CH:16][CH:15]=[CH:14][CH:13]=2)=[O:11])=[CH:3][CH:2]=1.[BH4-].[Na+]>C(O)(C)C>[OH:11][CH:10]([C:12]1[CH:17]=[CH:16][CH:15]=[CH:14][CH:13]=1)[CH2:9][S:8][CH2:7][C:4]1[CH:3]=[CH:2][N:1]=[CH:6][CH:5]=1 |f:1.2|. Run in C(C)(C)O (isopropyl alcohol). Procedure: Under a nitrogen atmosphere, alpha-(4-picolylthio) acetophenone (852 mg., 3.5 mmoles) was dissolved in 8.75 ml. of isopropyl alcohol. Sodium borohydride (54 mg., 1.4 mmoles, 1.6 equiv.) was added. After stirring for 0.5 hour at room temperature, the reaction mixture was refluxed for 1 hour. The reaction mixture was cooled somewhat and then evaporated to an oil. With stirring, hydrochloric acid (4N, 10 ml.) was added slowly to the oil, so as to control heating and foaming. Once addition was compl... Yield: 71.0%. Starting materials: BrB(Br)Br, ClCCl, COc1cccc(Cn2nnc3c(-c4ccco4)nc(N)nc32)c1. Product: Nc1nc(-c2ccco2)c2nnn(Cc3cccc(O)c3)c2n1. As a reaction SMILES: [B:25]([Br:26])([Br:27])[Br:28].[Cl:29][CH2:30][Cl:31].[o:1]1[c:2](-[c:6]2[c:7]3[c:8]([n:9][c:10]([NH2:12])[n:11]2)[n:13]([CH2:16][c:17]2[cH:18][c:19]([O:23][CH3:24])[cH:20][cH:21][cH:22]2)[n:14][n:15]3)[cH:3][cH:4][cH:5]1>>[o:1]1[c:2](-[c:6]2[c:7]3[c:8]([n:9][c:10]([NH2:12])[n:11]2)[n:13]([CH2:16][c:17]2[cH:18][c:19]([OH:23])[cH:20][cH:21][cH:22]2)[n:14][n:15]3)[cH:3][cH:4][cH:5]1. Starting materials: COC=1C=C(C=CC1OC)N(C1=NC(=NC2=CC=C(C=C12)[N+](=O)[O-])C)C ((3,4-Dimethoxy-phenyl)-methyl-(2-methyl-6-nitro-quinazolin-4-yl)-amine), ClC1=NC(=NC2=CC=C(C=C12)[N+](=O)[O-])C (4-chloro-2-methyl-6-nitro-quinazoline), COC=1C=C(C=CC1OC)NC ((3,4-dimethoxy-phenyl)-methyl-amine). Product: COC=1C=C(C=CC1OC)N(C1=NC(=NC2=CC=C(C=C12)N)C)C (N4-(3,4-Dimethoxy-phenyl)-2,N4-dimethyl-quinazoline-4,6-diamine). As a reaction SMILES: [CH3:1][O:2][C:3]1[CH:4]=[C:5]([N:11]([CH3:26])[C:12]2[C:21]3[C:16](=[CH:17][CH:18]=[C:19]([N+:22]([O-])=O)[CH:20]=3)[N:15]=[C:14]([CH3:25])[N:13]=2)[CH:6]=[CH:7][C:8]=1[O:9][CH3:10].ClC1C2C(=CC=C([N+]([O-])=O)C=2)N=C(C)N=1.COC1C=C(NC)C=CC=1OC>>[CH3:1][O:2][C:3]1[CH:4]=[C:5]([N:11]([CH3:26])[C:12]2[C:21]3[C:16](=[CH:17][CH:18]=[C:19]([NH2:22])[CH:20]=3)[N:15]=[C:14]([CH3:25])[N:13]=2)[CH:6]=[CH:7][C:8]=1[O:9][CH3:10]. Procedure details: (3,4-Dimethoxy-phenyl)-methyl-(2-methyl-6-nitro-quinazolin-4-yl)-amine: The title compound was prepared from 4-chloro-2-methyl-6-nitro-quinazoline (110 mg, 0.492 mmol) and (3,4-dimethoxy-phenyl)-methyl-amine (97 mg, 0.58 mmol) by a procedure similar to Example 177, with a final purification by MPLC (SiO2/0-100% EtOAc in CHCl3). LC-MS (ESI+; 355 ([M+H]+)).